From a dataset of the Open Reaction Database (ORD), a public repository of structured organic reaction records. describe an organic reaction: reactants, conditions, products, and yield Reactants: [K+], [Na+], [OH-], [OH-], O=C(O)CN(CCN(CC(=O)O)CC(=O)O)CC(=O)O, Oc1ccc2ccccc2c1. Yields the product O=C(O)c1cc2ccccc2cc1O. Reaction SMILES: [K+:15].[Na+:13].[OH-:12].[OH-:14].[OH:16][C:17](=[O:18])[CH2:19][N:20]([CH2:21][C:22](=[O:23])[OH:24])[CH2:25][CH2:26][N:27]([CH2:28][C:29](=[O:30])[OH:31])[CH2:32][C:33](=[O:34])[OH:35].[cH:1]1[c:2]([OH:11])[cH:3][cH:4][c:5]2[cH:6][cH:7][cH:8][cH:9][c:10]12>>[cH:1]1[c:2]([OH:11])[c:3]([C:17](=[O:16])[OH:18])[cH:4][c:5]2[cH:6][cH:7][cH:8][cH:9][c:10]12.